From a dataset of the Open Reaction Database (ORD), a public repository of structured organic reaction records. describe an organic reaction: reactants, conditions, products, and yield Reactants: C(C)(=O)SCC(C(=O)N1CC2(C(CCC2=O)=O)C[C@H]1C(=O)O)(C)C ((8S)-7-[3-(Acetylthio)-2,2-dimethyl-1-oxopropyl]-1,4-dioxo-7-azaspiro[4.4]nonane-8-carboxylic acid), N (ammonia). Product: SCC(C(=O)N1CC2(C(CCC2=O)=O)C[C@H]1C(=O)O)(C)C ((8S)-7-(3-mercapto-2,2-dimethyl-1-oxopropyl)-1,4-dioxo-7-azaspiro[4.4]nonane-8-carboxylic acid). As a reaction SMILES: C([S:4][CH2:5][C:6]([CH3:24])([CH3:23])[C:7]([N:9]1[C@H:19]([C:20]([OH:22])=[O:21])[CH2:18][C:11]2([C:15](=[O:16])[CH2:14][CH2:13][C:12]2=[O:17])[CH2:10]1)=[O:8])(=O)C.N>>[SH:4][CH2:5][C:6]([CH3:24])([CH3:23])[C:7]([N:9]1[C@H:19]([C:20]([OH:22])=[O:21])[CH2:18][C:11]2([C:15](=[O:16])[CH2:14][CH2:13][C:12]2=[O:17])[CH2:10]1)=[O:8]. Procedure: The product from part (a) is hydrolyzed with concentrated ammonia to yield (8S)-7-(3-mercapto-2,2-dimethyl-1-oxopropyl)-1,4-dioxo-7-azaspiro[4.4]nonane-8-carboxylic acid. Starting materials: CC(C)(C)OC(=O)NC1CN(C(=O)OCc2ccccc2)CC1COS(C)(=O)=O, ClCCl, O=C(O)C(F)(F)F. Product: CS(=O)(=O)OCC1CN(C(=O)OCc2ccccc2)CC1N. RXN SMILES: [C:1]([O:2][C:3](=[O:4])[NH:8][CH:9]1[CH2:10][N:11]([C:20](=[O:21])[O:22][CH2:23][c:24]2[cH:25][cH:26][cH:27][cH:28][cH:29]2)[CH2:12][CH:13]1[CH2:14][O:15][S:16](=[O:17])(=[O:18])[CH3:19])([CH3:5])([CH3:6])[CH3:7].[Cl:37][CH2:38][Cl:39].[OH:30][C:31]([C:32]([F:33])([F:34])[F:35])=[O:36]>>[NH2:8][CH:9]1[CH2:10][N:11]([C:20](=[O:21])[O:22][CH2:23][c:24]2[cH:25][cH:26][cH:27][cH:28][cH:29]2)[CH2:12][CH:13]1[CH2:14][O:15][S:16](=[O:17])(=[O:18])[CH3:19]. RXN SMILES: [CH3:1][O:2][c:3]1[cH:4][c:5]([CH2:6][N:7]2[C:8](=[O:29])[C:9]([CH2:12][CH2:13][S:14]([CH3:15])(=[O:16])=[O:17])([CH2:18][c:19]3[cH:20][c:21]([O:27][CH3:28])[c:22]([O:25][CH3:26])[cH:23][cH:24]3)[CH2:10][CH2:11]2)[cH:30][c:31]([O:35][CH3:36])[c:32]1[O:33][CH3:34].[F:37][c:38]1[cH:39][cH:40][c:41]([CH2:42][n:43]2[c:44]([C:52]3([OH:58])[CH2:53][CH2:54][NH:55][CH2:56][CH2:57]3)[n:45][c:46]3[c:47]2[cH:48][cH:49][cH:50][cH:51]3)[cH:59][cH:60]1>>[CH3:1][O:2][c:3]1[cH:4][c:5]([CH2:6][N:7]2[C:8](=[O:29])[C:9]([CH2:12][CH2:13][N:55]3[CH2:54][CH2:53][C:52]([c:44]4[n:43]([CH2:42][c:41]5[cH:40][cH:39][c:38]([F:37])[cH:60][cH:59]5)[c:47]5[c:46]([n:45]4)[cH:51][cH:50][cH:49][cH:48]5)([OH:58])[CH2:57][CH2:56]3)([CH2:18][c:19]3[cH:20][c:21]([O:27][CH3:28])[c:22]([O:25][CH3:26])[cH:23][cH:24]3)[CH2:10][CH2:11]2)[cH:30][c:31]([O:35][CH3:36])[c:32]1[O:33][CH3:34]. Yields the product COc1ccc(CC2(CCN3CCC(O)(c4nc5ccccc5n4Cc4ccc(F)cc4)CC3)CCN(Cc3cc(OC)c(OC)c(OC)c3)C2=O)cc1OC. The reactants are COc1ccc(CC2(CCS(C)(=O)=O)CCN(Cc3cc(OC)c(OC)c(OC)c3)C2=O)cc1OC, OC1(c2nc3ccccc3n2Cc2ccc(F)cc2)CCNCC1. Reactants: C(C)(=O)O (acetic acid), aminonitrile, N1=C2C(=CC=C1)C(=O)OC2=O (2,3-pyridinedicarboxylic anhydride), aminonitrile, C(N)(=O)C1=C(C(=O)O)C=CC=N1 (2-carbamoyl nicotinic acid). Solvent: C1(=CC=CC=C1)C (toluene). Product: C(#N)C(C(C)C)(C)NC(=O)C1=C(C(=O)O)C=CC=N1 (2-[(1-cyano-1,2-dimethylpropyl)-carbamoyl]nicotinic acid). Reaction SMILES: [N:1]1[CH:6]=[CH:5][CH:4]=[C:3]2[C:7]([O:9][C:10](=[O:11])[C:2]=12)=[O:8].[C:12](O)(=O)C.[C:16]([C:19]1[N:27]=CC=[CH:24][C:20]=1[C:21](O)=O)(=O)[NH2:17]>C1(C)C=CC=CC=1>[C:16]([C:19]([NH:27][C:10]([C:2]1[N:1]=[CH:6][CH:5]=[CH:4][C:3]=1[C:7]([OH:9])=[O:8])=[O:11])([CH3:12])[CH:20]([CH3:24])[CH3:21])#[N:17]. Procedure details: The aminonitrile (1.108 mol) is added over a ten minute period to a stirred solution of 2,3-pyridinedicarboxylic anhydride (1.0 mol) containing acetic acid (2.0 mol) in toluene, while maintaining the temperature of the reaction mixture below 25° C. Upon completion of the aminonitrile addition the reaction mixture is stirred for one and one-half hrs and then weighed and analyzed by high performance liquid chromatography for the desired 2-carbamoyl nicotinic acid.